From a dataset of the Open Reaction Database (ORD), a public repository of structured organic reaction records. describe an organic reaction: reactants, conditions, products, and yield The reactants are CC(C)N1C(C2=CC=CC(=C2C1)[N+](=O)[O-])=O (2-(1-methylethyl)-4-nitroisoindolin-1-one), O (water). Reagents/catalysts: [Fe] (iron). Run in CC(=O)O (HOAc). Run at time 2 hour. The product is NC1=C2CN(C(C2=CC=C1)=O)C(C)C (4-amino-2-(1-methylethyl)isoindolin-1-one). Yield: 86.0%. As a reaction SMILES: [CH3:1][CH:2]([N:4]1[CH2:12][C:11]2[C:6](=[CH:7][CH:8]=[CH:9][C:10]=2[N+:13]([O-])=O)[C:5]1=[O:16])[CH3:3].O>CC(O)=O.[Fe]>[NH2:13][C:10]1[CH:9]=[CH:8][CH:7]=[C:6]2[C:11]=1[CH2:12][N:4]([CH:2]([CH3:3])[CH3:1])[C:5]2=[O:16]. Procedure details: A stirred mixture of 5.0 grams (0.022 mole) of 2-(1-methylethyl)-4-nitroisoindolin-1-one and 10 mL of water in 100 mL of HOAc was warmed to 50 C., and 5.0 grams of iron dust was slowly added. Upon completion of addition, the reaction mixture was stirred at 25 C. for about two hours, then it was filtered through diatomaceous earth. The filtrate was diluted with water and extracted with EtOAc. The organic layer was separated and dried with magnesium sulfate. The mixture was filtered, and the filtr... Reactants: [BH4-], CCCCCN, CO, NC(=O)c1ccc(Oc2ccc(C=O)c(F)c2F)nc1, [Na+]. Product: CCCCCNCc1ccc(Oc2ccc(C(N)=O)cn2)c(F)c1F. As a reaction SMILES: [BH4-:27].[CH2:21]([CH2:22][CH2:23][CH2:24][CH3:25])[NH2:26].[CH3:29][OH:30].[F:1][c:2]1[c:3]([O:4][c:5]2[n:6][cH:7][c:8]([C:9](=[O:10])[NH2:11])[cH:12][cH:13]2)[cH:14][cH:15][c:16]([CH:19]=[O:20])[c:17]1[F:18].[Na+:28]>>[F:1][c:2]1[c:3]([O:4][c:5]2[n:6][cH:7][c:8]([C:9](=[O:10])[NH2:11])[cH:12][cH:13]2)[cH:14][cH:15][c:16]([CH2:19][NH:26][CH2:21][CH2:22][CH2:23][CH2:24][CH3:25])[c:17]1[F:18]. The reactants are CN(C)C=O (DMF), N1C=NC=C1 (imidazole), [Si](C)(C)(C(C)(C)C)Cl (t-butyldimethylsilylchloride), Ice water, C(C1=CC=CC=C1)N1C(C(C1C(=C)C(=O)OC)C(C)OC(=O)OCC1=CC=CC=C1)=O (1-benzyl-3-(1-benzyloxycarbonyloxyethyl)-4-(1-methoxycarbonylethenyl)-2-azetidinone). The reagents and catalysts are [Pd] (palladium charcoal). The solvent is CO (methanol). Yields the product C(C1=CC=CC=C1)N1C(C(C1C(C)C(=O)OC)C(C)O[Si](C)(C)C(C)(C)C)=O (1-benzyl-4-(1-methoxycarbonylethyl)-3-(1-t-butyldimethylsilyloxyethyl)-2-azetidinone). Isolated yield 77.5%. As a reaction SMILES: [CH2:1]([N:8]1[CH:11]([C:12]([C:14]([O:16][CH3:17])=[O:15])=[CH2:13])[CH:10]([CH:18]([O:20]C(OCC2C=CC=CC=2)=O)[CH3:19])[C:9]1=[O:31])[C:2]1[CH:7]=[CH:6][CH:5]=[CH:4][CH:3]=1.CN(C=O)C.N1C=CN=C1.[Si:42](Cl)([C:45]([CH3:48])([CH3:47])[CH3:46])([CH3:44])[CH3:43]>CO.[Pd]>[CH2:1]([N:8]1[CH:11]([CH:12]([C:14]([O:16][CH3:17])=[O:15])[CH3:13])[CH:10]([CH:18]([O:20][Si:42]([C:45]([CH3:48])([CH3:47])[CH3:46])([CH3:44])[CH3:43])[CH3:19])[C:9]1=[O:31])[C:2]1[CH:3]=[CH:4][CH:5]=[CH:6][CH:7]=1. Procedure details: To a solution of 28 mg (0.07 mmol) of 1-benzyl-3-(1-benzyloxycarbonyloxyethyl)-4-(1-methoxycarbonylethenyl)-2-azetidinone dissolved in 2 ml of methanol, 5 mg of 5% palladium charcoal was added and the mixture was stirred under hydrogen atmosphere for a night. The reaction solution was filtered with selite and the filtrate was washed with ethyl acetate and concentrated. To the concentrate were added 1 ml of DMF, 20 mg (0.3 mmol) of imidazole and 45 mg (0.3 mmol) of t-butyldimethylsilylchloride an...